This data is from the Open Reaction Database (ORD), a public repository of structured organic reaction records. The task is: describe an organic reaction: reactants, conditions, products, and yield The reactants are Cl (hydrogen chloride), C(C)(C)(C)OC(N(CCC(F)(F)F)CC=1C=NC(=CC1C1=CC=CC2=C1SC(=C2)C2=NC(=NC=C2F)NCCN2C(NCC2)=O)F)=O ([6-fluoro-4-(2-{5-fluoro-2-[2-(2-oxo-imidazolidin-1-yl)-ethylamino]-pyrimidin-4-yl}-benzo[b]thiophen-7-yl)-pyridin-3-ylmethyl]-(3,3,3-trifluoro-propyl) carbamic acid tert-butyl ester). The solvent is ClCCl (dichloromethane). Conditions: time 8 hour. Yields the product FC=1C(=NC(=NC1)NCCN1C(NCC1)=O)C1=CC2=C(S1)C(=CC=C2)C2=CC(=NC=C2CNCCC(F)(F)F)F (1-{2-[5-Fluoro-4-(7-{2-fluoro-5-[(3,3,3-trifluoro-propylamino)-methyl]-pyridin-4-yl}benzo[b]thiophen-2-yl)pyrimidin-2-ylamino]ethyl}imidazolidin-2-one). Reaction SMILES: Cl.C(OC(=O)[N:8]([CH2:15][C:16]1[CH:17]=[N:18][C:19]([F:47])=[CH:20][C:21]=1[C:22]1[C:27]2[S:28][C:29]([C:31]3[C:36]([F:37])=[CH:35][N:34]=[C:33]([NH:38][CH2:39][CH2:40][N:41]4[CH2:45][CH2:44][NH:43][C:42]4=[O:46])[N:32]=3)=[CH:30][C:26]=2[CH:25]=[CH:24][CH:23]=1)[CH2:9][CH2:10][C:11]([F:14])([F:13])[F:12])(C)(C)C>ClCCl>[F:37][C:36]1[C:31]([C:29]2[S:28][C:27]3[C:22]([C:21]4[C:16]([CH2:15][NH:8][CH2:9][CH2:10][C:11]([F:12])([F:13])[F:14])=[CH:17][N:18]=[C:19]([F:47])[CH:20]=4)=[CH:23][CH:24]=[CH:25][C:26]=3[CH:30]=2)=[N:32][C:33]([NH:38][CH2:39][CH2:40][N:41]2[CH2:45][CH2:44][NH:43][C:42]2=[O:46])=[N:34][CH:35]=1. Procedure: Add hydrogen chloride (2 mL, 1 M in diethyl ether) to a solution of [6-fluoro-4-(2-{5-fluoro-2-[2-(2-oxo-imidazolidin-1-yl)-ethylamino]-pyrimidin-4-yl}-benzo[b]thiophen-7-yl)-pyridin-3-ylmethyl]-(3,3,3-trifluoro-propyl) carbamic acid tert-butyl ester (0.136 g, 200.68 μmol) in dichloromethane (3 mL). Stir the mixture overnight at room temperature. Evaporate the solvent and suspend the resulting solid in dichloromethane and treat with 30% aqueous potassium carbonate. Wash the organic phase with sa... Reactants: OO (H2O2), CCC([BH-](C(CC)C)C(CC)C)C.[Li+] (L-Selectride), lithium tri(sec-butyl)hydridoborate, solution, C[C@@]12C=CC[C@H]1[C@@H]1CCC3CC(CC[C@@H]3[C@H]1CC2)=O (Estr-16-en-3-one), boranes, [OH-].[Na+] (NaOH). Solvent: O (water), C1CCOC1 (THF), CCOCC (ether). Reaction conditions: time 1 hour. Product: C[C@@]12C=CC[C@H]1[C@@H]1CCC3C[C@@H](CC[C@@H]3[C@H]1CC2)O (Estra-16-en-3α-ol). The yield is 86.7%. RXN SMILES: CCC(C)[BH-](C(C)CC)C(C)CC.[Li+].[CH3:15][C@:16]12[CH2:32][CH2:31][C@H:30]3[C@@H:21]([CH2:22][CH2:23][CH:24]4[C@@H:29]3[CH2:28][CH2:27][C:26](=[O:33])[CH2:25]4)[C@@H:20]1[CH2:19][CH:18]=[CH:17]2.[OH-].[Na+].OO>C1COCC1.CCOCC.O>[CH3:15][C@:16]12[CH2:32][CH2:31][C@H:30]3[C@@H:21]([CH2:22][CH2:23][CH:24]4[C@@H:29]3[CH2:28][CH2:27][C@@H:26]([OH:33])[CH2:25]4)[C@@H:20]1[CH2:19][CH:18]=[CH:17]2 |f:0.1,3.4|. Reported procedure: This synthesis is depicted in FIG. 11. L-Selectride (d, lithium tri(sec-butyl)hydridoborate, 4 ml of a 1 M solution in THF, 4 mmol) was added dropwise at 0° to a solution of ketone 10 (800 mg, 3.10 mmol) in dry ether (5 ml). After stirring for 1 h at 0°, water was added (10 ml). The boranes were oxidized by adding 10% aq. NaOH-solution (5 ml), followed by 30% aq. H2O2-solution (3 ml) and stirring for 3 h at RT. After workup (ether), the crude product (790 mg, Ca. 9:1 mixture of 11 and 12) was ch... The reactants are COCCBr, CC(C)c1nnc2ccc(-c3cn(C4CCNCC4)nc3-c3ccc(F)cc3F)nn12, [K+], [K+], O=C([O-])[O-], CN(C)C=O. Yields the product COCCN1CCC(n2cc(-c3ccc4nnc(C(C)C)n4n3)c(-c3ccc(F)cc3F)n2)CC1. RXN SMILES: [Br:38][CH2:39][CH2:40][O:41][CH3:42].[F:1][c:2]1[c:3](-[c:9]2[n:10][n:11]([CH:26]3[CH2:27][CH2:28][NH:29][CH2:30][CH2:31]3)[cH:12][c:13]2-[c:14]2[cH:15][cH:16][c:17]3[n:18]([n:19]2)[c:20]([CH:23]([CH3:24])[CH3:25])[n:21][n:22]3)[cH:4][cH:5][c:6]([F:8])[cH:7]1.[K+:32].[K+:33].[O-:34][C:35]([O-:36])=[O:37].[O:43]=[CH:44][N:45]([CH3:46])[CH3:47]>>[F:1][c:2]1[c:3](-[c:9]2[n:10][n:11]([CH:26]3[CH2:27][CH2:28][N:29]([CH2:39][CH2:40][O:41][CH3:42])[CH2:30][CH2:31]3)[cH:12][c:13]2-[c:14]2[cH:15][cH:16][c:17]3[n:18]([n:19]2)[c:20]([CH:23]([CH3:24])[CH3:25])[n:21][n:22]3)[cH:4][cH:5][c:6]([F:8])[cH:7]1. Reactants: CC(=O)O[BH-](OC(C)=O)OC(C)=O, CC(=O)O, O=Cc1ccccc1, Nc1ccc(C(=O)O)cc1, [Na+], C1CCOC1, O. Product: O=C(O)c1ccc(NCc2ccccc2)cc1. As a reaction SMILES: [C:23]([O:24][BH-:25]([O:26][C:27](=[O:28])[CH3:29])[O:30][C:31](=[O:32])[CH3:33])(=[O:34])[CH3:35].[CH3:19][C:20](=[O:21])[OH:22].[CH:11](=[O:12])[c:13]1[cH:14][cH:15][cH:16][cH:17][cH:18]1.[NH2:1][c:2]1[cH:3][cH:4][c:5]([C:8]([OH:9])=[O:10])[cH:6][cH:7]1.[Na+:36].[O:37]1[CH2:38][CH2:39][CH2:40][CH2:41]1.[OH2:42]>>[NH:1]([c:2]1[cH:3][cH:4][c:5]([C:8]([OH:9])=[O:10])[cH:6][cH:7]1)[CH2:11][c:13]1[cH:14][cH:15][cH:16][cH:17][cH:18]1. Yields the product O=C1C2CCC(N2)C(=O)N1Cc1ccccc1. As a reaction SMILES: [CH2:8]([c:9]1[cH:10][cH:11][cH:12][cH:13][cH:14]1)[N:15]1[C:16](=[O:25])[CH:17]2[CH2:18][CH2:19][CH:20]([C:21]1=[O:22])[N:23]2[CH3:24].[ClH:1].[OH2:26].[n:2]1[cH:3][cH:4][cH:5][cH:6][cH:7]1>>[CH2:8]([c:9]1[cH:10][cH:11][cH:12][cH:13][cH:14]1)[N:15]1[C:16](=[O:25])[CH:17]2[CH2:18][CH2:19][CH:20]([C:21]1=[O:22])[NH:23]2. Reactants: CN1C2CCC1C(=O)N(Cc1ccccc1)C2=O, Cl, O, c1ccncc1. Reactants: BrC1=CC(=CS1)C(=O)O (5-bromothiophene-3-carboxylic acid), CC=1C(=NC=C(C1)C)N1CCNCC1 (1-(3,5-dimethylpyridin-2-yl)piperazine). The product is BrC1=CC(=CS1)C(=O)N1CCN(CC1)C1=NC=C(C=C1C)C ((5-bromothiophen-3-yl)[4-(3,5-dimethylpyridin-2-yl)piperazin-1-yl]methanone). Yield: 76.2%. RXN SMILES: [Br:1][C:2]1[S:6][CH:5]=[C:4]([C:7]([OH:9])=O)[CH:3]=1.[CH3:10][C:11]1[C:12]([N:18]2[CH2:23][CH2:22][NH:21][CH2:20][CH2:19]2)=[N:13][CH:14]=[C:15]([CH3:17])[CH:16]=1>>[Br:1][C:2]1[S:6][CH:5]=[C:4]([C:7]([N:21]2[CH2:22][CH2:23][N:18]([C:12]3[C:11]([CH3:10])=[CH:16][C:15]([CH3:17])=[CH:14][N:13]=3)[CH2:19][CH2:20]2)=[O:9])[CH:3]=1. Procedure details: Using 5-bromothiophene-3-carboxylic acid (500 mg) and 1-(3,5-dimethylpyridin-2-yl)piperazine (462 mg) described in Preparation Example 79 and by the reaction and treatment in the same manner as in Preparation Example 118, the title compound (700 mg) was obtained.